This data is from the Open Reaction Database (ORD), a public repository of structured organic reaction records. The task is: describe an organic reaction: reactants, conditions, products, and yield Starting materials: C(C)(C)(C)OC(=O)N1C(N(C2=C1C=CC(=C2)C#N)C(CC)C(=O)OC(C)(C)C)=O (3-(1-tert-butoxycarbonyl-propyl)-5-cyano-2-oxo-2,3-dihydro-benzoimidazole-1-carboxylic acid tert-butyl ester). Run in C(Cl)Cl (CH2Cl2). Run at time 4 hour. Product: C(C)(C)(C)OC(C(CC)N1C(NC2=C1C=C(C=C2)C#N)=O)=O (2-(6-cyano-2-oxo-2,3-dihydro-benzoimidazol-1-yl)-butyric acid tert-butyl ester). Isolated yield 66.4%. Reaction SMILES: C(OC([N:8]1[C:12]2[CH:13]=[CH:14][C:15]([C:17]#[N:18])=[CH:16][C:11]=2[N:10]([CH:19]([C:22]([O:24][C:25]([CH3:28])([CH3:27])[CH3:26])=[O:23])[CH2:20][CH3:21])[C:9]1=[O:29])=O)(C)(C)C>C(Cl)Cl>[C:25]([O:24][C:22](=[O:23])[CH:19]([N:10]1[C:11]2[CH:16]=[C:15]([C:17]#[N:18])[CH:14]=[CH:13][C:12]=2[NH:8][C:9]1=[O:29])[CH2:20][CH3:21])([CH3:26])([CH3:27])[CH3:28]. Procedure details: To a stirred solution of 3-(1-tert-butoxycarbonyl-propyl)-5-cyano-2-oxo-2,3-dihydro-benzoimidazole-1-carboxylic acid tert-butyl ester (55 mg, 0.14 mmol) in CH2Cl2 (5 mL) trifluoroacetic acid (0.10 mL) was added. The reaction mixture was stirred at room temperature for 4 hours, concentrated in vacuo and co-evaporated the solvent with toluene (3×). The residue was purified by flash chromatography in silical gel using 40% ethyl acetate in n-heptane as eluent to afford 2-(6-cyano-2-oxo-2,3-dihydro-b... The reactants are C(C)(C)(C)OC(=O)N1[C@H]2C[C@H]2C[C@H]1CN ((1S,3S,5S)-3-aminomethyl-2-aza-bicyclo[3.1.0]hexane-2-carboxylic acid tert-butyl ester), O1C=CC=2C1=CC=CC2C(=O)O (benzofuran-4-carboxylic acid). The product is C(C)(C)(C)OC(=O)N1[C@H]2C[C@H]2C[C@H]1CNC(=O)C=1C=CC=C2C1C=CO2 ((1S,3S,5S)-3-{[(benzofuran-4-carbonyl)-amino]-methyl}-2-aza-bicyclo[3.1.0]hexane-2-carboxylic acid tert-butyl ester). Reaction SMILES: [C:1]([O:5][C:6]([N:8]1[C@H:13]([CH2:14][NH2:15])[CH2:12][C@H:11]2[C@@H:9]1[CH2:10]2)=[O:7])([CH3:4])([CH3:3])[CH3:2].[O:16]1[C:20]2=[CH:21][CH:22]=[CH:23][C:24]([C:25](O)=[O:26])=[C:19]2[CH:18]=[CH:17]1>>[C:1]([O:5][C:6]([N:8]1[C@H:13]([CH2:14][NH:15][C:25]([C:24]2[CH:23]=[CH:22][CH:21]=[C:20]3[O:16][CH:17]=[CH:18][C:19]=23)=[O:26])[CH2:12][C@H:11]2[C@@H:9]1[CH2:10]2)=[O:7])([CH3:4])([CH3:3])[CH3:2]. Procedure details: prepared by reaction of (1S,3S,5S)-3-aminomethyl-2-aza-bicyclo[3.1.0]hexane-2-carboxylic acid tert-butyl ester with benzofuran-4-carboxylic acid (M. A. Eissenstat et al. J. Med. Chem. 1995, 38, 3094-3105). LC-MS (acidic): tR=1.00 min; [M+H]+=357.1. 1H-NMR (CDCl3): δ=0.58 (bs, 1H); 0.80-0.86 (m, 1H); 1.52 (s, 9H); 1.52-1.59 (m, 1H); 1.79 (bd, J=13.3 Hz, 1H); 2.51-2.60 (m, 1H); 3.24-3.30 (m, 1H); 3.60-3.64 (m, 2H); 4.45-4.52 (m, 1H); 7.32 (t, J=7.9 Hz, 1H); 7.47 (bs, 1H); 7.61 (d, J=8.2 Hz, 1H); 7... Starting materials: O=C(CBr)c1ccc2ccccc2c1, CCC(=S)c1ccccc1, C[S-], CCO, [Na+]. Product: CSCC(=O)c1ccc2ccccc2c1. As a reaction SMILES: [Br:11][CH2:12][C:13](=[O:14])[c:15]1[cH:16][c:17]2[cH:18][cH:19][cH:20][cH:21][c:22]2[cH:23][cH:24]1.[CH3:1][CH2:2][C:3](=[S:4])[c:5]1[cH:6][cH:7][cH:8][cH:9][cH:10]1.[CH3:25][S-:26].[CH3:28][CH2:29][OH:30].[Na+:27]>>[CH3:3][S:4][CH2:12][C:13](=[O:14])[c:15]1[cH:16][c:17]2[cH:18][cH:19][cH:20][cH:21][c:22]2[cH:23][cH:24]1. Reactants: COC=1C=C2CCC(C2=CC1)=O (5-methoxy-1-indanone), C1(=CC=C(C=C1)S(=O)(=O)O)C (p-toluenesulfonic acid), CC(C=C)O (3-buten-2-ol), COC(C)(C)OC (2,2-dimethoxypropane). Run in C1(=CC=CC=C1)C (toluene). Yields the product C(C=CC)C1C(C2=CC=C(C=C2C1)OC)=O ((RS)-2-(2-buten-1-yl)-5-methoxy-1-indanone). The yield is 31.0%. As a reaction SMILES: [CH3:1][O:2][C:3]1[CH:4]=[C:5]2[C:9](=[CH:10][CH:11]=1)[C:8](=[O:12])[CH2:7][CH2:6]2.[CH3:13][CH:14](O)[CH:15]=[CH2:16].COC(OC)(C)C.C1(C)C=CC(S(O)(=O)=O)=CC=1>C1(C)C=CC=CC=1>[CH2:13]([CH:7]1[CH2:6][C:5]2[C:9](=[CH:10][CH:11]=[C:3]([O:2][CH3:1])[CH:4]=2)[C:8]1=[O:12])[CH:14]=[CH:15][CH3:16]. Reported procedure: A solution of 50.0 g of 5-methoxy-1-indanone, 80 ml of 3-buten-2-ol, 132 ml of 2,2-dimethoxypropane and 600 mg of p-toluenesulfonic acid in 500 ml of toluene was brought to boiling. The resulting methanol/acetone mixture was distilled off and the reaction solution was subsequently boiled under reflux for an additional 48 hours. After cooling, the solution was evaporated in a vacuum. Purification on silica gel (hexane/diethyl ether 5:1) yielded 19.2 g (31%) of (RS)-2-(2-buten-1-yl)-5-methoxy-1-in... The reactants are CC1(C)CN(c2ccc(C#Cc3ccccc3)cn2)C(=O)C1O[Si](c1ccccc1)(c1ccccc1)C(C)(C)C, CCCC[N+](CCCC)(CCCC)CCCC, C1CCOC1, [F-]. Yields the product CC1(C)CN(c2ccc(C#Cc3ccccc3)cn2)C(=O)C1O. Reaction SMILES: [C:1]([Si:2]([c:3]1[cH:4][cH:5][cH:29][cH:30][cH:31]1)([O:6][CH:7]1[C:8](=[O:28])[N:9]([c:14]2[n:15][cH:16][c:17]([C:20]#[C:21][c:22]3[cH:23][cH:24][cH:25][cH:26][cH:27]3)[cH:18][cH:19]2)[CH2:10][C:11]1([CH3:12])[CH3:13])[c:32]1[cH:33][cH:34][cH:35][cH:36][cH:37]1)([CH3:38])([CH3:39])[CH3:40].[CH2:42]([N+:43]([CH2:44][CH2:45][CH2:46][CH3:47])([CH2:48][CH2:49][CH2:50][CH3:51])[CH2:52][CH2:53][CH2:54][CH3:55])[CH2:56][CH2:57][CH3:58].[CH2:59]1[O:60][CH2:61][CH2:62][CH2:63]1.[F-:41]>>[OH:6][CH:7]1[C:8](=[O:28])[N:9]([c:14]2[n:15][cH:16][c:17]([C:20]#[C:21][c:22]3[cH:23][cH:24][cH:25][cH:26][cH:27]3)[cH:18][cH:19]2)[CH2:10][C:11]1([CH3:12])[CH3:13]. Reactants: C(C)(C)(C)OC(NC(CC(C)C)C=NO)=O ([1-(hydroxyimino-methyl)-3-methyl-butyl]-carbamic acid tert-butyl ester), COC(C(CC#C)(C)C)=O (2,2-dimethyl-pent-4-ynoic acid methyl ester), M-tBu. Product: COC(C(CC1=CC(=NO1)C(CC(C)C)NC(=O)OC(C)(C)C)(C)C)=O (3-[3-(1-tert-Butoxycarbonylamino-3-methyl-butyl)-isoxazol-5-y]-2,2-dimethyl-propionic Acid Methyl Ester). RXN SMILES: [C:1]([O:5][C:6](=[O:16])[NH:7][CH:8]([CH:13]=[N:14][OH:15])[CH2:9][CH:10]([CH3:12])[CH3:11])([CH3:4])([CH3:3])[CH3:2].[CH3:17][O:18][C:19](=[O:26])[C:20]([CH3:25])([CH3:24])[CH2:21][C:22]#[CH:23]>>[CH3:17][O:18][C:19](=[O:26])[C:20]([CH3:25])([CH3:24])[CH2:21][C:22]1[O:15][N:14]=[C:13]([CH:8]([NH:7][C:6]([O:5][C:1]([CH3:3])([CH3:2])[CH3:4])=[O:16])[CH2:9][CH:10]([CH3:12])[CH3:11])[CH:23]=1. Reported procedure: Prepared from [1-(hydroxyimino-methyl)-3-methyl-butyl]-carbamic acid tert-butyl ester (71) and 2,2-dimethyl-pent-4-ynoic acid methyl ester according to the procedure outlined in example 6A. MS (Cl) m/z: 313.2 (M-tBu), 269.3 (M−99) The reactants are NC1=C(C=C(C=C1)CC(C(=O)N1CCC(CC1)C)NS(=O)(=O)C1=CC=C(C=C1)C1=CC(=CC=C1)[N+](=O)[O-])[N+](=O)[O-] (N-[1-((4-amino-3-nitro-phenyl)-methyl)-2-(4-methyl-piperidin-1-yl)-2-oxo-ethyl]-3'-nitro-4-biphenylyl-sulphonamide), [H][H] (hydrogen), C(=O)O (formic acid). The reagents and catalysts are [Pd] (palladium/charcoal). Yields the product N1C=NC2=C1C=CC(=C2)CC(C(=O)N2CCC(CC2)C)NS(=O)(=O)C2=CC=C(C=C2)C2=CC(=CC=C2)N (N-[1-(1H-Benzimidazol-5-yl-methyl)-2-(4-methyl-piperidin-1-yl)-2-oxo-ethyl]-3'-amino-4-biphenylylsulphonamide). RXN SMILES: [NH2:1][C:2]1[CH:7]=[CH:6][C:5]([CH2:8][CH:9]([NH:19][S:20]([C:23]2[CH:28]=[CH:27][C:26]([C:29]3[CH:34]=[CH:33][CH:32]=[C:31]([N+:35]([O-])=O)[CH:30]=3)=[CH:25][CH:24]=2)(=[O:22])=[O:21])[C:10]([N:12]2[CH2:17][CH2:16][CH:15]([CH3:18])[CH2:14][CH2:13]2)=[O:11])=[CH:4][C:3]=1[N+:38]([O-])=O.[H][H].[CH:43](O)=O>[Pd]>[NH:1]1[C:2]2[CH:7]=[CH:6][C:5]([CH2:8][CH:9]([NH:19][S:20]([C:23]3[CH:28]=[CH:27][C:26]([C:29]4[CH:34]=[CH:33][CH:32]=[C:31]([NH2:35])[CH:30]=4)=[CH:25][CH:24]=3)(=[O:22])=[O:21])[C:10]([N:12]3[CH2:17][CH2:16][CH:15]([CH3:18])[CH2:14][CH2:13]3)=[O:11])=[CH:4][C:3]=2[N:38]=[CH:43]1. Procedure: Prepared from N-[1-((4-amino-3-nitro-phenyl)-methyl)-2-(4-methyl-piperidin-1-yl)-2-oxo-ethyl]-3'-nitro-4-biphenylyl-sulphonamide and reduction with catalytically actived hydrogen in the presence of palladium/charcoal in formic acid analogously to Example 1. Reagents/catalysts: [Pd] (Pd/C). The solvent is mixture, O1CCCC1 (tetrahydrofuran), C(C)(=O)OCC (ethyl acetate). RXN SMILES: [N+:1]([C:4]1[CH:48]=[CH:47][C:7]([O:8][C:9]2[C:14]([F:15])=[C:13]([F:16])[C:12]([C:17]3[C:22]([F:23])=[C:21]([F:24])[C:20]([O:25][C:26]4[CH:31]=[CH:30][C:29]([N+:32]([O-])=O)=[C:28]([O:35]CC5C=CC=CC=5)[CH:27]=4)=[C:19]([F:43])[C:18]=3[F:44])=[C:11]([F:45])[C:10]=2[F:46])=[CH:6][C:5]=1[O:49]CC1C=CC=CC=1)([O-])=O.[H][H]>O1CCCC1.C(OCC)(=O)C.[Pd]>[NH2:1][C:4]1[CH:48]=[CH:47][C:7]([O:8][C:9]2[C:10]([F:46])=[C:11]([F:45])[C:12]([C:17]3[C:22]([F:23])=[C:21]([F:24])[C:20]([O:25][C:26]4[CH:31]=[CH:30][C:29]([NH2:32])=[C:28]([OH:35])[CH:27]=4)=[C:19]([F:43])[C:18]=3[F:44])=[C:13]([F:16])[C:14]=2[F:15])=[CH:6][C:5]=1[OH:49]. Reaction conditions: time 7 day. The reactants are [N+](=O)([O-])C1=C(C=C(OC2=C(C(=C(C(=C2F)F)C2=C(C(=C(C(=C2F)F)OC2=CC(=C(C=C2)[N+](=O)[O-])OCC2=CC=CC=C2)F)F)F)F)C=C1)OCC1=CC=CC=C1 (4,4'-Bis(4-nitro-3-benzyloxyphenoxy)octafluorobiphenyl), Example 1, [H][H] (hydrogen). The product is NC1=C(C=C(OC2=C(C(=C(C(=C2F)F)C2=C(C(=C(C(=C2F)F)OC2=CC(=C(C=C2)N)O)F)F)F)F)C=C1)O (4,4'-Bis(4-amino-3-hydroxyphenoxy)octafluorobiphenyl). Procedure: 72 g of 4,4'-Bis(4-nitro-3-benzyloxyphenoxy)octafluorobiphenyl prepared as described in Example 1 (0.09 mol) are dissolved in 600 ml of a mixture of tetrahydrofuran and ethyl acetate (volume ratio 1:1), and 7 g of Pd/C (palladium/carbon) are added to the solution. The mixture is then hydrogenated at room temperature in an autoclave with vigorous stirring using hydrogen at a pressure of 1 bar; after 7 days, the reaction is terminated. The yellow-beige solution is evaporated to half in a rotary ev... The reactants are O=C([O-])[O-], COc1cc(C=CC(=O)NC2CCC(C)CC2)ccc1OC(C)=O, CO, [K+], [K+]. Product: COc1cc(C=CC(=O)NC2CCC(C)CC2)ccc1O. Reaction SMILES: [C:25](=[O:26])([O-:27])[O-:28].[CH3:1][CH:2]1[CH2:3][CH2:4][CH:5]([NH:8][C:9]([CH:10]=[CH:11][c:12]2[cH:13][c:14]([O:22][CH3:23])[c:15]([O:18][C:19](=[O:20])[CH3:21])[cH:16][cH:17]2)=[O:24])[CH2:6][CH2:7]1.[CH3:31][OH:32].[K+:29].[K+:30]>>[CH3:1][CH:2]1[CH2:3][CH2:4][CH:5]([NH:8][C:9]([CH:10]=[CH:11][c:12]2[cH:13][c:14]([O:22][CH3:23])[c:15]([OH:18])[cH:16][cH:17]2)=[O:24])[CH2:6][CH2:7]1.